This data is from the Open Reaction Database (ORD), a public repository of structured organic reaction records. The task is: describe an organic reaction: reactants, conditions, products, and yield Starting materials: O(C1=CC=CC=C1)C1=CC=C(C=N1)CO ((6-phenoxy-pyridin-3-yl)-methanol), S(=O)(Cl)Cl (thionyl chloride), C([O-])(O)=O.[Na+] (sodium bicarbonate). The solvent is ClCCl (dichloromethane). Conditions: time 5 minute. Yields the product ClCC=1C=CC(=NC1)OC1=CC=CC=C1 (5-Chloromethyl-2-phenoxy-pyridine). Yield: 89.8%. RXN SMILES: [O:1]([C:8]1[N:13]=[CH:12][C:11]([CH2:14]O)=[CH:10][CH:9]=1)[C:2]1[CH:7]=[CH:6][CH:5]=[CH:4][CH:3]=1.S(Cl)([Cl:18])=O.C(=O)(O)[O-].[Na+]>ClCCl>[Cl:18][CH2:14][C:11]1[CH:10]=[CH:9][C:8]([O:1][C:2]2[CH:7]=[CH:6][CH:5]=[CH:4][CH:3]=2)=[N:13][CH:12]=1 |f:2.3|. Procedure: To a dichloromethane (5.00 mL) solution of (6-phenoxy-pyridin-3-yl)-methanol (458 mg, 2.28 mmol) described in Manufacturing Example 193-1-1 was added dropwise thionyl chloride (333 μL, 4.56 mmol) on an ice bath (0° C.) under nitrogen atmosphere, which was stirred for 5 minutes at room temperature. Aqueous sodium bicarbonate was added to the reaction solution at room temperature, which was extracted with ethyl acetate. The organic layer was washed with saturated aqueous sodium chloride and dried ... The reactants are C(C1=CC=CC=C1)N1CC(C(CC1)NC1=C(C=CC=C1)F)C (1-benzyl-3-methyl-4-(2-fluoroanilino)piperidine), COC(C(=O)Cl)C (2-methoxypropionyl chloride). Solvent: O1CCCC1 (tetrahydrofuran). Product: C(C1=CC=CC=C1)N1CC(C(CC1)N(C(C(C)OC)=O)C1=C(C=CC=C1)F)C (1-benzyl-3-methyl-4-[N-(2-fluorophenyl)-2-methoxypropionamido]piperidine). Isolated yield 77.6%. Reaction SMILES: [CH2:1]([N:8]1[CH2:13][CH2:12][CH:11]([NH:14][C:15]2[CH:20]=[CH:19][CH:18]=[CH:17][C:16]=2[F:21])[CH:10]([CH3:22])[CH2:9]1)[C:2]1[CH:7]=[CH:6][CH:5]=[CH:4][CH:3]=1.[CH3:23][O:24][CH:25]([CH3:29])[C:26](Cl)=[O:27]>O1CCCC1>[CH2:1]([N:8]1[CH2:13][CH2:12][CH:11]([N:14]([C:15]2[CH:20]=[CH:19][CH:18]=[CH:17][C:16]=2[F:21])[C:26](=[O:27])[CH:25]([O:24][CH3:23])[CH3:29])[CH:10]([CH3:22])[CH2:9]1)[C:2]1[CH:3]=[CH:4][CH:5]=[CH:6][CH:7]=1. Procedure: Ten grams of 1-benzyl-3-methyl-4-(2-fluoroanilino)piperidine of Example XXIII and 4.57 g of 2-methoxypropionyl chloride are mixed in dry tetrahydrofuran. After two weeks the solid product is filtered from the mixture and converted with 10% NaOH to the free base; 10 g of 1-benzyl-3-methyl-4-[N-(2-fluorophenyl)-2-methoxypropionamido]piperidine is obtained (90% yield).